Dataset: the Open Reaction Database (ORD), a public repository of structured organic reaction records. Task: describe an organic reaction: reactants, conditions, products, and yield Starting materials: NC1=C(C=C(C=C1)N1CCN(CCC1)C(=O)OC(C)(C)C)NS(=O)(=O)C1=CC=CC=C1 (N-{2-amino-5-(4-t-butyloxycarbonyl-1,4-diazepan-1-yl)-phenyl}benzenesulfonamide), C(CCC)OC1=CC=C(C=C1)S(=O)(=O)Cl (4-n-butoxybenzenesulfonylchloride). Product: Cl.C(CCC)OC1=CC=C(C=C1)S(=O)(=O)NC1=C(C=C(C=C1)N1CCNCCC1)NS(=O)(=O)C1=CC=CC=C1 (4-Butoxy-N-{4-(1,4-diazepan-1-yl)-2-[(phenylsulfonyl)amino]phenyl}-benzenesulfonamide hydrochloride). Reaction SMILES: [NH2:1][C:2]1[CH:7]=[CH:6][C:5]([N:8]2[CH2:14][CH2:13][CH2:12][N:11](C(OC(C)(C)C)=O)[CH2:10][CH2:9]2)=[CH:4][C:3]=1[NH:22][S:23]([C:26]1[CH:31]=[CH:30][CH:29]=[CH:28][CH:27]=1)(=[O:25])=[O:24].[CH2:32]([O:36][C:37]1[CH:42]=[CH:41][C:40]([S:43]([Cl:46])(=[O:45])=[O:44])=[CH:39][CH:38]=1)[CH2:33][CH2:34][CH3:35]>>[ClH:46].[CH2:32]([O:36][C:37]1[CH:42]=[CH:41][C:40]([S:43]([NH:1][C:2]2[CH:7]=[CH:6][C:5]([N:8]3[CH2:14][CH2:13][CH2:12][NH:11][CH2:10][CH2:9]3)=[CH:4][C:3]=2[NH:22][S:23]([C:26]2[CH:31]=[CH:30][CH:29]=[CH:28][CH:27]=2)(=[O:25])=[O:24])(=[O:45])=[O:44])=[CH:39][CH:38]=1)[CH2:33][CH2:34][CH3:35] |f:2.3|. Reported procedure: The compound was synthesized from of N-{2-amino-5-(4-t-butyloxycarbonyl-1,4-diazepan-1-yl)-phenyl}benzenesulfonamide and 4-n-butoxybenzenesulfonylchloride (67 mg, 0.269 mmol) to give 27 mg as purple solid. M+1 559.4 Calcd 559.20; 1HNMR δ 7.77-7.47 (m, 7H), 6.96-6.93 (m, 2H), 6.55 (d, 1H), 6.52 (d, 1H), 6.41 (d, 1H), 4.01 (t, 2H), 3.63 (app t, 2H), 3.43 (app t, 2H), 3.25 (app t, 2H), 3.17 (app t, 2H), 2.11-2.03 (m, 2H), 1.80-1.71 (m, 2H), 1.53-1.45 (m, 2H), 0.98 (t, 3H). The reactants are O=C1CC2CCCCC2c2ccccc21, CNCC(=O)O, CO, Cl, [F-], [H][H], [K+], c1ccsc1. Product: CN(CC(=O)O)C1CC2CCCCC2c2ccccc21. As a reaction SMILES: [CH2:1]1[CH2:2][CH2:3][CH2:4][CH:5]2[c:6]3[cH:7][cH:8][cH:9][cH:10][c:11]3[C:12](=[O:15])[CH2:13][CH:14]12.[CH3:17][NH:18][CH2:19][C:20](=[O:21])[OH:22].[CH3:32][OH:33].[ClH:16].[F-:28].[H:30][H:31].[K+:29].[cH:23]1[cH:24][s:25][cH:26][cH:27]1>>[CH2:1]1[CH2:2][CH2:3][CH2:4][CH:5]2[c:6]3[cH:7][cH:8][cH:9][cH:10][c:11]3[CH:12]([N:18]([CH3:17])[CH2:19][C:20](=[O:21])[OH:22])[CH2:13][CH:14]12. Procedure: To a stirred, cooled (-20° C.) solution of 3,3,3-trifluoro-2-hydroxy-2-methylpropanoic acid (0.46 g) in N,N-dimethylacetamide (6 mL) was rapidly added thionyl chloride (0.35 g) and the mixture stirred at -15° to -20° C. for 1 hour. 3-Chloro-4-aminobenzophenone (0.45 g) was then added in one portion and the mixture allowed to stir at room temperature overnight. The solution was poured into ice water and filtered through diatomaceous earth. The diatomaceous earth was washed with methylene chloride... Reaction SMILES: [F:1][C:2]([F:10])([F:9])[C:3]([OH:8])([CH3:7])[C:4](O)=[O:5].S(Cl)(Cl)=O.[Cl:15][C:16]1[CH:17]=[C:18]([CH:27]=[CH:28][C:29]=1[NH2:30])[C:19]([C:21]1[CH:26]=[CH:25][CH:24]=[CH:23][CH:22]=1)=[O:20]>CN(C)C(=O)C>[C:19]([C:18]1[CH:27]=[CH:28][C:29]([NH:30][C:4](=[O:5])[C:3]([OH:8])([CH3:7])[C:2]([F:10])([F:9])[F:1])=[C:16]([Cl:15])[CH:17]=1)(=[O:20])[C:21]1[CH:22]=[CH:23][CH:24]=[CH:25][CH:26]=1. The reactants are ice water, FC(C(C(=O)O)(C)O)(F)F (3,3,3-trifluoro-2-hydroxy-2-methylpropanoic acid), ClC=1C=C(C(=O)C2=CC=CC=C2)C=CC1N (3-Chloro-4-aminobenzophenone), S(=O)(Cl)Cl (thionyl chloride). The yield is 42.9%. Run at time 1 hour. The solvent is CN(C(C)=O)C (N,N-dimethylacetamide). Yields the product C(C1=CC=CC=C1)(=O)C1=CC(=C(C=C1)NC(C(C(F)(F)F)(C)O)=O)Cl (N-(4-Benzoyl-2-chlorophenyl)-3,3,3,-trifluoro-2-hydroxy-2-methylpropanamide). The reactants are Cl (hydrochloric acid), aqueous solution, [OH-].[K+] (potassium hydroxide), COC1=C(C(=C(C(=C1)OC)C(CCC1=CC=C(C=C1)OC)=O)OCC(=O)OC)CC=C(C)C (1-[4,6-dimethoxy-2-methoxycarbonylmethoxy-3-(3-methyl-2-butenyl)phenyl]-3-(4-methoxyphenyl)-1-propanone). The solvent is CO (methanol). Reaction conditions: time 30 minute. Yields the product C(=O)(O)COC1=C(C(=CC(=C1CC=C(C)C)OC)OC)CC(CC1=CC=C(C=C1)OC)=O (1-[2-carboxymethoxy-4,6-dimethoxy-3-(3-methyl-2-butenyl)phenyl]-3-(4-methoxyphenyl) -propanone). Yield: 92.4%. Reaction SMILES: [CH3:1][O:2][C:3]1[CH:8]=[C:7]([O:9][CH3:10])[C:6]([C:11](=O)[CH2:12][CH2:13][C:14]2[CH:19]=[CH:18][C:17]([O:20][CH3:21])=[CH:16][CH:15]=2)=[C:5]([O:23][CH2:24][C:25]([O:27]C)=[O:26])[C:4]=1[CH2:29][CH:30]=[C:31]([CH3:33])[CH3:32].[OH-:34].[K+].Cl>CO>[C:25]([CH2:24][O:23][C:5]1[C:4]([CH2:29][CH:30]=[C:31]([CH3:33])[CH3:32])=[C:3]([O:2][CH3:1])[CH:8]=[C:7]([O:9][CH3:10])[C:6]=1[CH2:11][C:12](=[O:34])[CH2:13][C:14]1[CH:15]=[CH:16][C:17]([O:20][CH3:21])=[CH:18][CH:19]=1)([OH:27])=[O:26] |f:1.2|. Procedure details: Then, 1.9 g of 1-[4,6-dimethoxy-2-methoxycarbonylmethoxy-3-(3-methyl-2-butenyl)phenyl]-3-(4-methoxyphenyl)-1-propanone was dissolved in 20 ml of methanol, and 20 ml of a 5% aqueous solution of potassium hydroxide was added to the solution and the mixture was stirred at room temperature for 30 minutes to effect a reaction. After the reaction, the reaction mixture was made acidic by dilute hydrochloric acid, extracted with diethyl ether and filtered, and the solvent was removed from the filtrate b... Starting materials: C(CCC)[Li] (n-Butyllithium), BrC1=CC(=C(C=C1)OC)C=C1CCCCCC1 (4-bromo-2-cycloheptylidenemethylanisole), CN(C=O)C (N,N-Dimethylformamide). Solvent: C1CCOC1 (THF). The product is C1(CCCCCC1)=CC=1C=C(C=O)C=CC1OC (3-cycloheptylidenemethyl-4-methoxybenzaldehyde). The yield is 72.0%. As a reaction SMILES: Br[C:2]1[CH:7]=[CH:6][C:5]([O:8][CH3:9])=[C:4]([CH:10]=[C:11]2[CH2:17][CH2:16][CH2:15][CH2:14][CH2:13][CH2:12]2)[CH:3]=1.C([Li])CCC.CN(C)[CH:25]=[O:26]>C1COCC1>[C:11]1(=[CH:10][C:4]2[CH:3]=[C:2]([CH:7]=[CH:6][C:5]=2[O:8][CH3:9])[CH:25]=[O:26])[CH2:17][CH2:16][CH2:15][CH2:14][CH2:13][CH2:12]1. Reported procedure: 4-bromo-2-cycloheptylidenemethylanisole (738 mg, 2.5 mmol) in THF (20 ml) was cooled to -78° C. while stirring under nitrogen. n-Butyllithium (1 ml, 2.5M in Hexane, 2.5 mmol) was added dropwise over 1 minute. N,N-Dimethylformamide (0.5 ml) was added rapidly. The ice bath was removed an the reaction was warmed to room temperature. The reaction was diluted with ethyl acetate (100 ml) and was washed with water (50 ml) and brine (50 ml). The organic solution was dried over MgSO4, filtered and concen... Starting materials: BrC1=C(C=CC=C1F)OC (2-bromo-3-fluoroanisol), FC(C(=O)O)(F)F (trifluoroacetic acid), C1N2CN3CN1CN(C2)C3 (hexamethylenetetramine), FC(C(=O)O)(F)F (trifluoroacetic acid). Run at temperature 80 celsius, time 1 hour. Product: BrC=1C(=C(C=O)C=CC1OC)F (3-Bromo-2-fluoro-4-methoxy-benzaldehyde). As a reaction SMILES: [Br:1][C:2]1[C:7]([F:8])=[CH:6][CH:5]=[CH:4][C:3]=1[O:9][CH3:10].C1N2CN3CN(C2)CN1C3.FC(F)(F)[C:23](O)=[O:24]>>[Br:1][C:2]1[C:7]([F:8])=[C:6]([CH:5]=[CH:4][C:3]=1[O:9][CH3:10])[CH:23]=[O:24]. Procedure: A solution of 2-bromo-3-fluoroanisol (5.00 g, 24.4 mmol) in trifluoroacetic acid (25 mL) was heated to 80° C. and then a solution of hexamethylenetetramine (6.83 g, 48.8 mmol) in trifluoroacetic acid (25 mL) was added dropwise over 1.5 h. Upon completion of the addition, the reaction was stirred at 80° C. for 1 h under nitrogen. The excess trifluoroacetic acid was removed under vacuum, and the pH was adjusted to 7.5-8.0 by addition of saturated aqueous potassium carbonate (˜100 mL). The white so... Reactants: FC1=C(C(=O)O)C=C(C=C1)C=O (2-fluoro-5-formylbenzoic acid), S(=O)(Cl)Cl (thionyl chloride), CNC (dimethylamine). Run in C(Cl)Cl (methylene chloride). Conditions: temperature 0 celsius, time 1 hour. Yields the product FC1=C(C(=O)N(C)C)C=C(C=C1)C=O (2-Fluoro-5-formyl-N,N-dimethylbenzamide). Isolated yield 76.0%. RXN SMILES: [F:1][C:2]1[CH:10]=[CH:9][C:8]([CH:11]=[O:12])=[CH:7][C:3]=1[C:4](O)=[O:5].S(Cl)(Cl)=O.[CH3:17][NH:18][CH3:19]>C(Cl)Cl>[F:1][C:2]1[CH:10]=[CH:9][C:8]([CH:11]=[O:12])=[CH:7][C:3]=1[C:4]([N:18]([CH3:19])[CH3:17])=[O:5]. Procedure details: The solution of 2-fluoro-5-formylbenzoic acid (3 g, 17.8 mmol) in methylene chloride (10 mL) was added thionyl chloride (2.0 mL, 26.7 mmol) slowly at 0° C. Then the cold reaction mixture was heated to reflux for 3 h. The solution was cooled to 0° C., added dimethylamine (40 wt. % solution in water, 5 mL) slowly, and then stirred at room temperature for 1 h. The solution was washed with water and brine, the organic layer was dried with Na2SO4 and the solvent was removed to get the desired product... Starting materials: C(CCCCC(=O)O)(=O)O (Adipic acid), C(C(C)C)C(=O)C (methyl isobutyl ketone), C1CO1 (ethylene oxide). The reagents and catalysts are catalyst. Conditions: time 60 minute. Product: OCCOC(CCCCC(=O)OCCO)=O (Bis(2-Hydroxyethyl)Adipate). The yield is 60.0%. As a reaction SMILES: [C:1]([OH:10])(=[O:9])[CH2:2][CH2:3][CH2:4][CH2:5][C:6]([OH:8])=[O:7].[CH2:11]1[O:13][CH2:12]1.[CH2:14]([C:18](C)=[O:19])C(C)C>>[OH:19][CH2:18][CH2:14][O:7][C:6](=[O:8])[CH2:5][CH2:4][CH2:3][CH2:2][C:1]([O:10][CH2:12][CH2:11][OH:13])=[O:9]. Reported procedure: Adipic acid (36.5g, 0.25 mole) and the catalyst of Example II (0.4g) in methyl isobutyl ketone (250 ml) were heated at 160° C and subsequently ethylene oxide (24.23g, 0.55 mole) was added; the temperature was kept at 160° C. After 60 minutes, the pressure dropped from 103 psi to 57 psi. After solvent evaporation, the crude product (60.4g) was distilled under vacuum; a light yellow material (35.0g) was obtained boiling at 202°-203° C at 1 mm pressure in 60.0% yield, having a refractive index of 1... The reactants are O (water), ClC1=C(C(=CC(=C1)OCC1=CC=CC=C1)Cl)O (2,6-dichloro-4-(phenylmethoxy)phenol), C([O-])([O-])=O.[K+].[K+] (potassium carbonate), BrCCCO (3-bromopropan-1-ol). Solvent: CN(C)C=O (DMF). Conditions: time 18 hour. The product is ClC1=C(OCCCO)C(=CC(=C1)OCC1=CC=CC=C1)Cl (3-[2,6-dichloro-4-(phenylmethoxy)phenoxy]propan-1-ol). The yield is 94.9%. RXN SMILES: [Cl:1][C:2]1[CH:7]=[C:6]([O:8][CH2:9][C:10]2[CH:15]=[CH:14][CH:13]=[CH:12][CH:11]=2)[CH:5]=[C:4]([Cl:16])[C:3]=1[OH:17].C(=O)([O-])[O-].[K+].[K+].Br[CH2:25][CH2:26][CH2:27][OH:28].O>CN(C=O)C>[Cl:1][C:2]1[CH:7]=[C:6]([O:8][CH2:9][C:10]2[CH:15]=[CH:14][CH:13]=[CH:12][CH:11]=2)[CH:5]=[C:4]([Cl:16])[C:3]=1[O:17][CH2:25][CH2:26][CH2:27][OH:28] |f:1.2.3|. Procedure: A stirred solution of 10.1 grams (0.038 mole) of 2,6-dichloro-4-(phenylmethoxy)phenol (known compound) and 8.0 grams (0.058 mole) of potassium carbonate in 150 mL of DMF was cooled to 0–4° C. and 3.7 mL (0.041 mole) of 3-bromopropan-1-ol was slowly added. Upon completion of addition the reaction mixture was allowed to warm to ambient temperature where it was stirred during an 18 hour period. After this time water was added to the reaction mixture, and the mixture was extracted with two 150 mL po...